From a dataset of the Open Reaction Database (ORD), a public repository of structured organic reaction records. describe an organic reaction: reactants, conditions, products, and yield Product: CCOC(OCC)C(C)N(Cc1csc2ccccc12)C(=O)C(CC(=O)NC(c1ccccc1)(c1ccccc1)c1ccccc1)NC(=O)CN(C)NC(=O)NCc1ccccc1. As a reaction SMILES: [CH2:1]([c:2]1[cH:3][cH:4][cH:5][cH:6][cH:7]1)[NH:8][C:9](=[O:10])[NH:11][N:12]([CH3:13])[CH2:14][C:15](=[O:16])[OH:17].[NH2:18][CH:19]([C:20](=[O:21])[N:22]([CH:23]([CH:24]([O:25][CH2:26][CH3:27])[O:28][CH2:29][CH3:30])[CH3:31])[CH2:32][c:33]1[c:34]2[c:35]([s:36][cH:37]1)[cH:38][cH:39][cH:40][cH:41]2)[CH2:42][C:43](=[O:44])[NH:45][C:46]([c:47]1[cH:48][cH:49][cH:50][cH:51][cH:52]1)([c:53]1[cH:54][cH:55][cH:56][cH:57][cH:58]1)[c:59]1[cH:60][cH:61][cH:62][cH:63][cH:64]1>>[CH2:1]([c:2]1[cH:3][cH:4][cH:5][cH:6][cH:7]1)[NH:8][C:9](=[O:10])[NH:11][N:12]([CH3:13])[CH2:14][C:15](=[O:17])[NH:18][CH:19]([C:20](=[O:21])[N:22]([CH:23]([CH:24]([O:25][CH2:26][CH3:27])[O:28][CH2:29][CH3:30])[CH3:31])[CH2:32][c:33]1[c:34]2[c:35]([s:36][cH:37]1)[cH:38][cH:39][cH:40][cH:41]2)[CH2:42][C:43](=[O:44])[NH:45][C:46]([c:47]1[cH:48][cH:49][cH:50][cH:51][cH:52]1)([c:53]1[cH:54][cH:55][cH:56][cH:57][cH:58]1)[c:59]1[cH:60][cH:61][cH:62][cH:63][cH:64]1. Reactants: CN(CC(=O)O)NC(=O)NCc1ccccc1, CCOC(OCC)C(C)N(Cc1csc2ccccc12)C(=O)C(N)CC(=O)NC(c1ccccc1)(c1ccccc1)c1ccccc1. Reactants: S1C(=CC=C1)CC(=O)N[C@H]1[C@@H]2N(C(=C(CS2)N=[N+]=[N-])C(=O)OCC2=CC=C(C=C2)[N+](=O)[O-])C1=O (p-nitrobenzyl 7β-(2-thienylacetylamino)-3-azido-3-cephem-4-carboxylate), O1CCC=C1 (2,3-dihydrofuran). Product: S1C(=CC=C1)CC(=O)N[C@H]1[C@@H]2N(C(=C(CS2)N=C2OCCC2)C(=O)OCC2=CC=C(C=C2)[N+](=O)[O-])C1=O (p-Nitrobenzyl 7β-(2-thienylacetylamino)-3-[(dihydro-2(3H)-furanylidene)amino]-3-cephem-4-carboxylate). As a reaction SMILES: [S:1]1[CH:5]=[CH:4][CH:3]=[C:2]1[CH2:6][C:7]([NH:9][C@@H:10]1[C:33](=[O:34])[N:12]2[C:13]([C:20]([O:22][CH2:23][C:24]3[CH:29]=[CH:28][C:27]([N+:30]([O-:32])=[O:31])=[CH:26][CH:25]=3)=[O:21])=[C:14]([N:17]=[N+]=[N-])[CH2:15][S:16][C@H:11]12)=[O:8].[O:35]1[CH:39]=[CH:38][CH2:37][CH2:36]1>>[S:1]1[CH:5]=[CH:4][CH:3]=[C:2]1[CH2:6][C:7]([NH:9][C@@H:10]1[C:33](=[O:34])[N:12]2[C:13]([C:20]([O:22][CH2:23][C:24]3[CH:29]=[CH:28][C:27]([N+:30]([O-:32])=[O:31])=[CH:26][CH:25]=3)=[O:21])=[C:14]([N:17]=[C:36]3[CH2:37][CH2:38][CH2:39][O:35]3)[CH2:15][S:16][C@H:11]12)=[O:8]. Reported procedure: A mixture of 852 mg. of p-nitrobenzyl 7β-(2-thienylacetylamino)-3-azido-3-cephem-4-carboxylate and 20 ml. of 2,3-dihydrofuran was heated at the reflux temperature (54°-55° C.) for 15 minutes. The mixture was evaporated to dryness and the residue chromatographed over 8 g. of silica gel (toluene) using 400 ml. of 5% ethyl acetate in toluene vs. 400 ml. of ethyl acetate. Multiple fractions were collected and fractions containing the product were pooled and evaporated to dryness to give 559 mg. of t... Starting materials: ClC1=C(C(=O)N(C)OC)C=C(C=C1)N1N=CC=C1 (2-chloro-N-methoxy-N-methyl-5-pyrazol-1-yl-benzamide), CC(C)C[AlH]CC(C)C (DIBAL-H). Run at time 2 hour. Yields the product ClC1=C(C=O)C=C(C=C1)N1N=CC=C1 (2-chloro-5-pyrazol-1-yl-benzaldehyde). RXN SMILES: [Cl:1][C:2]1[CH:13]=[CH:12][C:11]([N:14]2[CH:18]=[CH:17][CH:16]=[N:15]2)=[CH:10][C:3]=1[C:4](N(OC)C)=[O:5].CC(C[AlH]CC(C)C)C>>[Cl:1][C:2]1[CH:13]=[CH:12][C:11]([N:14]2[CH:18]=[CH:17][CH:16]=[N:15]2)=[CH:10][C:3]=1[CH:4]=[O:5]. Procedure: To a solution of 2-chloro-N-methoxy-N-methyl-5-pyrazol-1-yl-benzamide (280 mg, 1.05 mmol) was added DIBAL-H (1.16 mL, 1.16 mmol) slowly at −78° C. The reaction was stirred 2 h, quenched with water, extracted with ether, concentrated, and purified by flash chromatography to give 2-chloro-5-pyrazol-1-yl-benzaldehyde. Starting materials: COC[C@H]1[C@H]2CC[C@@H](C[C@@H]1C1=CC(=C(C=C1)Cl)Cl)N2 ((1R,2R,3S,5S)-2-methoxymethyl-3-(3,4-dichlorophenyl)-8-azabicyclo[3.2.1]octane), C([C@H](O)[C@@H](O)C(=O)O)(=O)O (L-tartaric acid), C (charcoal). Solvent: C(C)O (ethanol). Product: COC[C@H]1[C@H]2CC[C@@H](C[C@@H]1C1=CC(=C(C=C1)Cl)Cl)N2 ((1R,2R,3S,5S)-2-methoxymethyl-3-(3,4-dichlorophenyl)-8-azabicyclo-[3.2.1]octane), O.C(=O)(O)[C@H](O)[C@@H](O)C(=O)O.COC[C@H]1[C@H]2CC[C@@H](C[C@@H]1C1=CC(=C(C=C1)Cl)Cl)N2 ((1R,2R,3S,5S)-2-methoxymethyl-3-(3,4-dichlorophenyl)-8-azabicyclo[3.2.1]octane L-tartrate monohydrate). As a reaction SMILES: [CH3:1][O:2][CH2:3][C@@H:4]1[C@@H:10]([C:11]2[CH:16]=[CH:15][C:14]([Cl:17])=[C:13]([Cl:18])[CH:12]=2)[CH2:9][C@H:8]2[NH:19][C@@H:5]1[CH2:6][CH2:7]2.[C:20]([OH:29])(=[O:28])[C@@H:21]([C@H:23]([C:25]([OH:27])=[O:26])[OH:24])[OH:22].C>C(O)C>[CH3:1][O:2][CH2:3][C@@H:4]1[C@@H:10]([C:11]2[CH:16]=[CH:15][C:14]([Cl:17])=[C:13]([Cl:18])[CH:12]=2)[CH2:9][C@H:8]2[NH:19][C@@H:5]1[CH2:6][CH2:7]2.[OH2:22].[C:25]([C@@H:23]([C@H:21]([C:20]([OH:29])=[O:28])[OH:22])[OH:24])([OH:27])=[O:26].[CH3:1][O:2][CH2:3][C@@H:4]1[C@@H:10]([C:11]2[CH:16]=[CH:15][C:14]([Cl:17])=[C:13]([Cl:18])[CH:12]=2)[CH2:9][C@H:8]2[NH:19][C@@H:5]1[CH2:6][CH2:7]2 |f:5.6.7|. Procedure: To a heated solution of (1R,2R,3S,5S)-2-methoxymethyl-3-(3,4-dichlorophenyl)-8-azabicyclo[3.2.1]octane (the free base) in aqueous ethanol was added L-tartaric acid. The warm mixture was treated with activated charcoal and filtered. The filtrate was cooled and (1R,2R,3S,5S)-2-methoxymethyl-3-(3,4-dichlorophenyl)-8-azabicyclo-[3.2.1]octane was isolated as the L-tartrate monohydrate. Reactants: [BH4-], CCCCNC(=O)N1CC(SC(c2ccccc2)(c2ccccc2)c2ccccc2)CC1CN=[N+]=[N-], CCO, [Cl-], [NH4+], [Na+]. The product is CCCCNC(=O)N1CC(SC(c2ccccc2)(c2ccccc2)c2ccccc2)CC1CN. As a reaction SMILES: [BH4-:37].[CH2:1]([CH2:2][CH2:3][CH3:4])[NH:5][C:6](=[O:7])[N:8]1[CH:9]([CH2:33][N:34]=[N+:35]=[N-:36])[CH2:10][CH:11]([S:13][C:14]([c:15]2[cH:16][cH:17][cH:18][cH:19][cH:20]2)([c:21]2[cH:22][cH:23][cH:24][cH:25][cH:26]2)[c:27]2[cH:28][cH:29][cH:30][cH:31][cH:32]2)[CH2:12]1.[CH3:41][CH2:42][OH:43].[Cl-:39].[NH4+:40].[Na+:38]>>[CH2:1]([CH2:2][CH2:3][CH3:4])[NH:5][C:6](=[O:7])[N:8]1[CH:9]([CH2:33][NH2:34])[CH2:10][CH:11]([S:13][C:14]([c:15]2[cH:16][cH:17][cH:18][cH:19][cH:20]2)([c:21]2[cH:22][cH:23][cH:24][cH:25][cH:26]2)[c:27]2[cH:28][cH:29][cH:30][cH:31][cH:32]2)[CH2:12]1. Starting materials: C(=S)[S-].[Na+] (sodium dithioformate), C(C)(=S)[S-].[Na+] (sodium dithioactate), C(=S)SC(C(=O)OCC)CCC1=CC=C(C=C1)C1=C(C=CC=C1)Cl (ethyl α-thioformylthio-γ-(2'-chloro-4-biphenylyl)butyrate). The product is C(C)(=S)SC(C(=O)OCC)CCC1=CC=C(C=C1)C1=C(C=CC=C1)Cl (Ethyl α-thioacetylthio-γ-(2'-chloro-4-biphenylyl)butyrate). As a reaction SMILES: C([S-])=S.[Na+].[C:5]([S-:8])(=[S:7])[CH3:6].[Na+].C(S[CH:13]([CH2:19][CH2:20][C:21]1[CH:26]=[CH:25][C:24]([C:27]2[CH:32]=[CH:31][CH:30]=[CH:29][C:28]=2[Cl:33])=[CH:23][CH:22]=1)[C:14]([O:16][CH2:17][CH3:18])=[O:15])=S>>[C:5]([S:8][CH:13]([CH2:19][CH2:20][C:21]1[CH:26]=[CH:25][C:24]([C:27]2[CH:32]=[CH:31][CH:30]=[CH:29][C:28]=2[Cl:33])=[CH:23][CH:22]=1)[C:14]([O:16][CH2:17][CH3:18])=[O:15])(=[S:7])[CH3:6] |f:0.1,2.3|. Reported procedure: When sodium dithioformate is used in the above procedure in place of sodium dithioactate then the product prepared is ethyl α-thioformylthio-γ-(2'-chloro-4-biphenylyl)butyrate. Reactants: CC(C)CC(O)C(=O)N1CCN(Cc2ccccc2)CC1, CO, [H][H]. Yields the product CC(C)CC(O)C(=O)N1CCNCC1. Reaction SMILES: [CH2:1]([c:2]1[cH:3][cH:4][cH:5][cH:6][cH:7]1)[N:8]1[CH2:9][CH2:10][N:11]([C:14]([CH:15]([CH2:16][CH:17]([CH3:18])[CH3:19])[OH:20])=[O:21])[CH2:12][CH2:13]1.[CH3:24][OH:25].[H:22][H:23]>>[NH:8]1[CH2:9][CH2:10][N:11]([C:14]([CH:15]([CH2:16][CH:17]([CH3:18])[CH3:19])[OH:20])=[O:21])[CH2:12][CH2:13]1.